From a dataset of the Open Reaction Database (ORD), a public repository of structured organic reaction records. describe an organic reaction: reactants, conditions, products, and yield Starting materials: C1[C@@H](N/C(=C/2\N=C3C=CC(=O)C=C3S2)/S1)C(=O)O (luciferin), P(O)(=O)(OP(=O)(O)OP(=O)(O)O)OC[C@@H]1[C@H]([C@H]([C@@H](O1)N1C=NC=2C(N)=NC=NC12)O)O (ATP), S(=O)(=O)([O-])[O-] (sulfate). The product is [O-]P([O-])(=O)OP(=O)([O-])[O-] (pyrophosphate), C(=O)=O (carbon dioxide). RXN SMILES: [P:1]([O:13]C[C@H]1O[C@@H](N2C3N=CN=C(N)C=3N=C2)[C@H](O)[C@@H]1O)([O:4][P:5]([O:8]P(O)(O)=O)([OH:7])=[O:6])(=[O:3])[OH:2].S([O-])([O-])(=O)=O.C1S/C(=C2/N=C3C(S/2)=CC(=O)C=C3)/N[C@H]1[C:52]([OH:54])=[O:53]>>[O-:3][P:1]([O:4][P:5]([O-:8])([O-:7])=[O:6])(=[O:2])[O-:13].[C:52](=[O:54])=[O:53]. Reported procedure: combining the ATP and sulfate-containing feedstock with luciferin and an ATP-dependent luciferase in the presence of oxygen such that the ATP is consumed to produce AMP, inorganic pyrophosphate, carbon dioxide and light; and The reactants are NCC(CN1C(=CC=2C1=NC(=CC2)C(=O)OCC)C(=O)OCC)(C)C (diethyl 1-(3-amino-2,2-dimethylpropyl)-1H-pyrrolo[2,3-b]pyridine-2,6-dicarboxylate), C([O-])([O-])=O.[K+].[K+] (potassium carbonate). Run in C(C)O (ethanol). Reaction conditions: temperature 60 celsius, time 16 hour. Yields the product CC1(CNC(C=2N(C1)C1=C(C2)C=CC(=N1)C(=O)O)=O)C (9,9-Dimethyl-6-oxo-7,8,9,10-tetrahydro-6H-pyrido[3′,2′:4,5]pyrrolo[1,2-a][1,4]diazepine-2-carboxylic acid). Isolated yield 107.8%. RXN SMILES: [NH2:1][CH2:2][C:3]([CH3:25])([CH3:24])[CH2:4][N:5]1[C:9]2=[N:10][C:11]([C:14]([O:16]CC)=[O:15])=[CH:12][CH:13]=[C:8]2[CH:7]=[C:6]1[C:19](OCC)=[O:20].C(=O)([O-])[O-].[K+].[K+]>C(O)C>[CH3:24][C:3]1([CH3:25])[CH2:4][N:5]2[C:9]3[N:10]=[C:11]([C:14]([OH:16])=[O:15])[CH:12]=[CH:13][C:8]=3[CH:7]=[C:6]2[C:19](=[O:20])[NH:1][CH2:2]1 |f:1.2.3|. Procedure details: To a solution of diethyl 1-(3-amino-2,2-dimethylpropyl)-1H-pyrrolo[2,3-b]pyridine-2,6-dicarboxylate (3.30 g, 9.50 mmol) in ethanol (45 mL) is added potassium carbonate (3.94 g, 28.5 mmol). The mixture is stirred at 60° C. for 16 h and is then cooled to room temperature. The ethanol is evaporated and the aqueous mixture is acidified to pH 5 with 1N hydrochloric acid. The resulting solid is collected by filtration and dried in vacuo to afford the title compound as a pale yellow solid (2.80 g, quan... Reactants: Cl.C(C)(N)=N (acetimidamide hydrochloride), N(N)C(=O)C1=C(SC=C1C)NC(CN1C(CCC2=CC=CC=C12)=O)=O (N-(3-(hydrazinecarbonyl)-4-methylthiophen-2-yl)-2-(2-oxo-3,4-dihydroquinolin-1(2H)-yl)acetamide). The product is CC=1C(=C(SC1)NC(CN1C(CCC2=CC=CC=C12)=O)=O)C1=NC(=NN1)C (N-(4-Methyl-3-(3-methyl-1H-1,2,4-triazol-5-yl)thiophen-2-yl)-2-(2-oxo-3,4-dihydroquinolin-1(2H)-yl)acetamide). RXN SMILES: Cl.[C:2](=N)([NH2:4])[CH3:3].[NH:6]([C:8]([C:10]1[C:14]([CH3:15])=[CH:13][S:12][C:11]=1[NH:16][C:17](=[O:30])[CH2:18][N:19]1[C:28]2[C:23](=[CH:24][CH:25]=[CH:26][CH:27]=2)[CH2:22][CH2:21][C:20]1=[O:29])=O)[NH2:7]>>[CH3:15][C:14]1[C:10]([C:8]2[NH:6][N:7]=[C:2]([CH3:3])[N:4]=2)=[C:11]([NH:16][C:17](=[O:30])[CH2:18][N:19]2[C:28]3[C:23](=[CH:24][CH:25]=[CH:26][CH:27]=3)[CH2:22][CH2:21][C:20]2=[O:29])[S:12][CH:13]=1 |f:0.1|. Procedure: The title compound was prepared from acetimidamide hydrochloride (55 mg, 0.590 mmol) and N-(3-(hydrazinecarbonyl)-4-methylthiophen-2-yl)-2-(2-oxo-3,4-dihydroquinolin-1(2H)-yl)acetamide (141 mg, 0.393 mmol) according to the procedure of Example 1.11.2, above. Retention time (min)=4.106, method [7], MS(ESI) 382.1 (M+H); 1H NMR (300 MHz, CDCl3) δ 12.07 (s, 1H), 7.23-7.31 (m, 2H), 7.05-7.23 (m, 2H), 6.57 (s, 1H), 4.86 (s, 2H), 3.02-3.07 (m, 2H), 2.84-2.87 (m, 2H), 2.41 (s, 3H), 2.39 (s, 3H). Starting materials: O=C([O-])O, CN1CCCC1=O, FC(F)(F)c1ccccc1-c1nc(Cl)cc(C2CC2)n1, [Na+], O, Nc1n[nH]c2ccccc12. Yields the product FC(F)(F)c1ccccc1-c1nc(Nc2n[nH]c3ccccc23)cc(C2CC2)n1. RXN SMILES: [C:32](=[O:33])([OH:34])[O-:35].[CH3:37][N:38]1[CH2:39][CH2:40][CH2:41][C:42]1=[O:43].[Cl:1][c:2]1[n:3][c:4](-[c:11]2[c:12]([C:17]([F:18])([F:19])[F:20])[cH:13][cH:14][cH:15][cH:16]2)[n:5][c:6]([CH:8]2[CH2:9][CH2:10]2)[cH:7]1.[Na+:36].[OH2:31].[nH:21]1[n:22][c:23]([NH2:30])[c:24]2[cH:25][cH:26][cH:27][cH:28][c:29]12>>[c:2]1([NH:30][c:23]2[n:22][nH:21][c:29]3[c:24]2[cH:25][cH:26][cH:27][cH:28]3)[n:3][c:4](-[c:11]2[c:12]([C:17]([F:18])([F:19])[F:20])[cH:13][cH:14][cH:15][cH:16]2)[n:5][c:6]([CH:8]2[CH2:9][CH2:10]2)[cH:7]1. The reactants are C=CCC(C(=O)OC)N(CCC(=C)CCC)S(=O)(=O)c1ccccc1[N+](=O)[O-], ClCCl. Yields the product CCCC1=CCC(C(=O)OC)N(S(=O)(=O)c2ccccc2[N+](=O)[O-])CC1. RXN SMILES: [CH2:1]=[C:2]([CH2:3][CH2:4][N:5]([S:6](=[O:7])(=[O:8])[c:9]1[c:10]([N+:15](=[O:16])[O-:17])[cH:11][cH:12][cH:13][cH:14]1)[CH:18]([C:19](=[O:20])[O:21][CH3:22])[CH2:23][CH:24]=[CH2:25])[CH2:26][CH2:27][CH3:28].[CH2:29]([Cl:30])[Cl:31]>>[C:2]1([CH2:26][CH2:27][CH3:28])=[CH:24][CH2:23][CH:18]([C:19](=[O:20])[O:21][CH3:22])[N:5]([S:6](=[O:7])(=[O:8])[c:9]2[c:10]([N+:15](=[O:16])[O-:17])[cH:11][cH:12][cH:13][cH:14]2)[CH2:4][CH2:3]1. The reactants are C1C=CC2=CC=CC=C12 (indene), crude product, oil, CC(C)([O-])C.[K+] (potassium t-butoxide), C(=C)C1=NC=CC=C1 (2-vinyl pyridine). Solvent: C(C)(=O)O (acetic acid). Product: N1=C(C=CC=C1)CCC1=CCC2=CC=CC=C12 (3-[2-(2-pyridyl)ethyl]indene). Reaction SMILES: [CH2:1]1[C:9]2[C:4](=[CH:5][CH:6]=[CH:7][CH:8]=2)[CH:3]=[CH:2]1.CC(C)([O-])C.[K+].[CH:16]([C:18]1[CH:23]=[CH:22][CH:21]=[CH:20][N:19]=1)=[CH2:17]>C(O)(=O)C>[N:19]1[CH:20]=[CH:21][CH:22]=[CH:23][C:18]=1[CH2:16][CH2:17][C:1]1[C:9]2[C:4](=[CH:5][CH:6]=[CH:7][CH:8]=2)[CH2:3][CH:2]=1 |f:1.2|. Procedure details: This compound is prepared as described by Dressler and Kurland J.O.C. 29, 175 (1964). Under nitrogen gas, 500 g. indene plus 5 g. potassium t-butoxide are stirred and heated to 130°. 2-vinyl pyridine (220 g., 2.0 M) is added dropwise over a period of 1 hour keeping the temperature at 135°-145° C. during addition and for 2 hours after addition is completed. The reaction mixture is cooled and 25 ml. acetic acid is added, followed by filtration. A flash distillation yields 395 g. (84%) crude produc...